Dataset: the Open Reaction Database (ORD), a public repository of structured organic reaction records. Task: describe an organic reaction: reactants, conditions, products, and yield Reactants: CCI, CN(C)C=O, [H-], [Na+], O=C1COc2ccccc2N1. Product: CCN1C(=O)COc2ccccc21. Reaction SMILES: [CH2:14]([CH3:15])[I:16].[CH3:17][N:18]([CH3:19])[CH:20]=[O:21].[H-:12].[Na+:13].[O:1]1[CH2:2][C:3](=[O:11])[NH:4][c:5]2[c:6]1[cH:7][cH:8][cH:9][cH:10]2>>[O:1]1[CH2:2][C:3](=[O:11])[N:4]([CH2:14][CH3:15])[c:5]2[c:6]1[cH:7][cH:8][cH:9][cH:10]2. Reactants: CCCCCC(C)C(C)c1cc(O)c2c(c1)OC(C)(C)C1=C2CCCC1, CC(=O)OC(C)=O, CC(=O)[O-], c1ccncc1. Product: CCCCCC(C)C(C)c1cc(OC(C)=O)c2c(c1)OC(C)(C)C1=C2CCCC1. RXN SMILES: [CH3:1][C:2]1([CH3:26])[C:3]2=[C:4]([c:5]3[c:6]([cH:8][c:9]([CH:13]([CH:14]([CH2:15][CH2:16][CH2:17][CH2:18][CH3:19])[CH3:20])[CH3:21])[cH:10][c:11]3[OH:12])[O:7]1)[CH2:22][CH2:23][CH2:24][CH2:25]2.[CH3:27][C:28](=[O:29])[O:30][C:31](=[O:32])[CH3:33].[CH3:34][C:35](=[O:36])[O-:37].[cH:38]1[cH:39][cH:40][n:41][cH:42][cH:43]1>>[CH3:1][C:2]1([CH3:26])[C:3]2=[C:4]([c:5]3[c:6]([cH:8][c:9]([CH:13]([CH:14]([CH2:15][CH2:16][CH2:17][CH2:18][CH3:19])[CH3:20])[CH3:21])[cH:10][c:11]3[O:12][C:28]([CH3:27])=[O:29])[O:7]1)[CH2:22][CH2:23][CH2:24][CH2:25]2.